This data is from the Open Reaction Database (ORD), a public repository of structured organic reaction records. The task is: describe an organic reaction: reactants, conditions, products, and yield Reactants: [BH4-], CCO, ClC(Cl)Cl, Clc1cc2c3c(c1)C(c1ccccc1)=Nc1ccccc1N3CC2, Cl, [Na+], O. Yields the product Clc1cc2c3c(c1)C(c1ccccc1)Nc1ccccc1N3CC2. Reaction SMILES: [BH4-:1].[CH3:29][CH2:30][OH:31].[Cl:32][CH:33]([Cl:34])[Cl:35].[Cl:4][c:5]1[cH:6][c:7]2[c:11]3[c:12]([cH:27]1)[C:13]([c:21]1[cH:22][cH:23][cH:24][cH:25][cH:26]1)=[N:14][c:15]1[c:16]([cH:17][cH:18][cH:19][cH:20]1)[N:10]3[CH2:9][CH2:8]2.[ClH:3].[Na+:2].[OH2:28]>>[Cl:4][c:5]1[cH:6][c:7]2[c:11]3[c:12]([cH:27]1)[CH:13]([c:21]1[cH:22][cH:23][cH:24][cH:25][cH:26]1)[NH:14][c:15]1[c:16]([cH:17][cH:18][cH:19][cH:20]1)[N:10]3[CH2:9][CH2:8]2.